Dataset: the Open Reaction Database (ORD), a public repository of structured organic reaction records. Task: describe an organic reaction: reactants, conditions, products, and yield Reactants: C(C)N1C=C(C(C2=CC=C(C(=C12)OCC1=CC=C(C=C1)OC)OCC1=CC=C(C=C1)OC)=O)CO (1-ethyl-3-(hydroxymethyl)-7,8-bis((4-methoxybenzyl)oxy)quinolin-4(1H)-one). Reagents/catalysts: [O-2].[O-2].[Mn+4] (manganese dioxide). The solvent is ClCCl (Dichloromethane). Conditions: time 6.5 hour. Yields the product C(C)N1C=C(C(C2=CC=C(C(=C12)OCC1=CC=C(C=C1)OC)OCC1=CC=C(C=C1)OC)=O)C=O (1-ethyl-7,8-bis((4-methoxybenzyl)oxy)-4-oxo-1,4-dihydroquinoline-3-carbaldehyde). Isolated yield 62.9%. As a reaction SMILES: [CH2:1]([N:3]1[C:12]2[C:7](=[CH:8][CH:9]=[C:10]([O:23][CH2:24][C:25]3[CH:30]=[CH:29][C:28]([O:31][CH3:32])=[CH:27][CH:26]=3)[C:11]=2[O:13][CH2:14][C:15]2[CH:20]=[CH:19][C:18]([O:21][CH3:22])=[CH:17][CH:16]=2)[C:6](=[O:33])[C:5]([CH2:34][OH:35])=[CH:4]1)[CH3:2]>ClCCl.[O-2].[O-2].[Mn+4]>[CH2:1]([N:3]1[C:12]2[C:7](=[CH:8][CH:9]=[C:10]([O:23][CH2:24][C:25]3[CH:26]=[CH:27][C:28]([O:31][CH3:32])=[CH:29][CH:30]=3)[C:11]=2[O:13][CH2:14][C:15]2[CH:16]=[CH:17][C:18]([O:21][CH3:22])=[CH:19][CH:20]=2)[C:6](=[O:33])[C:5]([CH:34]=[O:35])=[CH:4]1)[CH3:2] |f:2.3.4|. Procedure: To a yellow solution of 1-ethyl-3-(hydroxymethyl)-7,8-bis((4-methoxybenzyl)oxy)quinolin-4(1H)-one (16 g, 33.6 mmol) in Dichloromethane (DCM) (200 mL) was added manganese dioxide (29.3 g, 336 mmol), and the mixture was stirred at rt for 6.5 h. The mixture was filtered through Celite and washed with DCM, the filtrate was concentrated to afford 1-ethyl-7,8-bis((4-methoxybenzyl)oxy)-4-oxo-1,4-dihydroquinoline-3-carbaldehyde (10 g, 21.12 mmol, 62.8% yield) as a brown solid, which was used in the next... Reactants: C(CCCCCCCCCCCCCCCCC)OCCCO (3-(octadecyloxy)propanol), BrCCCCCBr (1,5-dibromopentane), aqueous solution, [OH-].[Na+] (sodium hydroxide). The reagents and catalysts are [Cl-].C(CCCCCCCCCCCCCCC)[N+](C)(C)C (cetyltrimethylammonium chloride). The product is BrCCCCCOCCCOCCCCCCCCCCCCCCCCCC (1-bromo-5-[3-(octadecyloxy)propoxy]pentane). RXN SMILES: [CH2:1]([O:19][CH2:20][CH2:21][CH2:22][OH:23])[CH2:2][CH2:3][CH2:4][CH2:5][CH2:6][CH2:7][CH2:8][CH2:9][CH2:10][CH2:11][CH2:12][CH2:13][CH2:14][CH2:15][CH2:16][CH2:17][CH3:18].[Br:24][CH2:25][CH2:26][CH2:27][CH2:28][CH2:29]Br.[OH-].[Na+]>[Cl-].C([N+](C)(C)C)CCCCCCCCCCCCCCC>[Br:24][CH2:25][CH2:26][CH2:27][CH2:28][CH2:29][O:23][CH2:22][CH2:21][CH2:20][O:19][CH2:1][CH2:2][CH2:3][CH2:4][CH2:5][CH2:6][CH2:7][CH2:8][CH2:9][CH2:10][CH2:11][CH2:12][CH2:13][CH2:14][CH2:15][CH2:16][CH2:17][CH3:18] |f:2.3,4.5|. Procedure details: Employing 3-(octadecyloxy)propanol (5 g), 1,5-dibromopentane (10.8 g), cetyltrimethylammonium chloride (0.96 g) and a 50% aqueous solution of sodium hydroxide (12 g), a reaction and aftertreatment are conducted in the same manner as those in Reference Example 4 to obtain the above-titled compound as colorless wax (3.75 g).